Dataset: the Open Reaction Database (ORD), a public repository of structured organic reaction records. Task: describe an organic reaction: reactants, conditions, products, and yield Starting materials: NCP(O)(O)=O (Aminomethylphosphonic acid), O.C(C=O)(=O)O (glyoxylic acid hydrate). Reagents/catalysts: [Pd] (palladium). The product is NCP(O)(O)=O (aminomethylphosphonic acid), C(C(=O)O)NCP(=O)(O)O (glyphosate). As a reaction SMILES: [NH2:1][CH2:2][P:3](=[O:6])([OH:5])[OH:4].O.[C:8]([OH:12])(=[O:11])[CH:9]=O>[Pd]>[NH2:1][CH2:2][P:3](=[O:4])([OH:6])[OH:5].[CH2:9]([NH:1][CH2:2][P:3]([OH:5])([OH:4])=[O:6])[C:8]([OH:12])=[O:11] |f:1.2|. Procedure details: Aminomethylphosphonic acid was reductively alkylated with glyoxylic acid hydrate under catalytic hydrogenation conditions in the manner described in Example 2, except that the catalyst used was palladium metal (0.05 g), and the pH of the initial reaction mixture was 4.5. A 27% conversion of aminomethylphosphonic acid was obtained with a 93.7% selectivity to glyphosate.